This data is from the Open Reaction Database (ORD), a public repository of structured organic reaction records. The task is: describe an organic reaction: reactants, conditions, products, and yield Starting materials: CC1=NC(=C2N=CN(C2=N1)C1OCCCC1)C=1C(=NC=C(C1)CC1=CC=C(C=C1)S(=O)(=O)C)NC=1C=2C=NN(C2C=CC1)C1OCCCC1 (N-(3-(2-methyl-9-(tetrahydro-2H-pyran-2-yl)-9H-purin-6-yl)-5-(4-(methylsulfonyl)benzyl)pyridin-2-yl)-1-(tetrahydro-2H-pyran-2-yl)-1H-indazol-4-amine), C(=O)(C(F)(F)F)O (TFA). Run in C(Cl)Cl (DCM). Conditions: time 2 hour. Yields the product FC(C(=O)O)(F)F.CC1=NC(=C2N=CNC2=N1)C=1C(=NC=C(C1)CC1=CC=C(C=C1)S(=O)(=O)C)NC=1C=2C=NNC2C=CC1 (N-(3-(2-methyl-9H-purin-6-yl)-5-(4-(methylsulfonyl)benzyl)pyridin-2-yl)-1H-indazol-4-amine trifluoroacetate). Isolated yield 8.2%. RXN SMILES: [CH3:1][C:2]1[N:10]=[C:9]2[C:5]([N:6]=[CH:7][N:8]2C2CCCCO2)=[C:4]([C:17]2[C:18]([NH:34][C:35]3[C:36]4[CH:37]=[N:38][N:39](C5CCCCO5)[C:40]=4[CH:41]=[CH:42][CH:43]=3)=[N:19][CH:20]=[C:21]([CH2:23][C:24]3[CH:29]=[CH:28][C:27]([S:30]([CH3:33])(=[O:32])=[O:31])=[CH:26][CH:25]=3)[CH:22]=2)[N:3]=1.[C:50]([OH:56])([C:52]([F:55])([F:54])[F:53])=[O:51]>C(Cl)Cl>[F:53][C:52]([F:55])([F:54])[C:50]([OH:56])=[O:51].[CH3:1][C:2]1[N:10]=[C:9]2[C:5]([N:6]=[CH:7][NH:8]2)=[C:4]([C:17]2[C:18]([NH:34][C:35]3[C:36]4[CH:37]=[N:38][NH:39][C:40]=4[CH:41]=[CH:42][CH:43]=3)=[N:19][CH:20]=[C:21]([CH2:23][C:24]3[CH:25]=[CH:26][C:27]([S:30]([CH3:33])(=[O:32])=[O:31])=[CH:28][CH:29]=3)[CH:22]=2)[N:3]=1 |f:3.4|. Reported procedure: A solution of N-(3-(2-methyl-9-(tetrahydro-2H-pyran-2-yl)-9H-purin-6-yl)-5-(4-(methylsulfonyl)benzyl)pyridin-2-yl)-1-(tetrahydro-2H-pyran-2-yl)-1H-indazol-4-amine (111 mg, 0.164 mmol) in DCM (3.0 mL) was treated with TFA (1.0 mL) and allowed to stand for 2 h. The mixture was concentrated, azeotroped with toluene, purified by prep HPLC, and the pure fractions were concentrated and triturated with MeOH to give pure N-(3-(2-methyl-9H-purin-6-yl)-5-(4-(methylsulfonyl)benzyl)pyridin-2-yl)-1H-indazol-... Reactants: BrCCCOC=1C=C(C=CC1)C1=NOC2=C1SC=C2 (3-[3-(3-bromo-propoxy)-phenyl]-thieno[2,3-d]isoxazole), ClCCCOC=1C=C(C=CC1)C1=NOC2=C1SC=C2 (3-[3-(3-chloro-propoxy)-phenyl]-thieno[2,3-d]isoxazole), COC1=CC=C(CN)C=C1 (4-methoxybenzylamine), C([O-])([O-])=O.[K+].[K+] (potassium carbonate). Product: COC1=CC=C(CNCCCOC2=CC(=CC=C2)C2=NOC3=C2SC=C3)C=C1 ((4-methoxy-benzyl)-[3-(3-thieno[2,3-d]isoxazol-3-yl-phenoxy)-propyl]-amine). Isolated yield 100.0%. RXN SMILES: Br[CH2:2][CH2:3][CH2:4][O:5][C:6]1[CH:7]=[C:8]([C:12]2[C:16]3[S:17][CH:18]=[CH:19][C:15]=3[O:14][N:13]=2)[CH:9]=[CH:10][CH:11]=1.ClCCCOC1C=C(C2C3SC=CC=3ON=2)C=CC=1.[CH3:39][O:40][C:41]1[CH:48]=[CH:47][C:44]([CH2:45][NH2:46])=[CH:43][CH:42]=1.C(=O)([O-])[O-].[K+].[K+]>>[CH3:39][O:40][C:41]1[CH:48]=[CH:47][C:44]([CH2:45][NH:46][CH2:2][CH2:3][CH2:4][O:5][C:6]2[CH:11]=[CH:10][CH:9]=[C:8]([C:12]3[C:16]4[S:17][CH:18]=[CH:19][C:15]=4[O:14][N:13]=3)[CH:7]=2)=[CH:43][CH:42]=1 |f:3.4.5|. Procedure: The title compound is prepared from a mixture of 3-[3-(3-bromo-propoxy)-phenyl]-thieno[2,3-d]isoxazole, 3-[3-(3-chloro-propoxy)-phenyl]-thieno[2,3-d]isoxazole, 4-methoxybenzylamine and potassium carbonate essentially as described above in example 4. Combine the appropriate fractions and concentrate to give the title compound (0.44 g, 100% Yield) as a solid. Purity by LC/MS (APCI)=100% area, [M+H]+=395 m/e. RXN SMILES: [CH3:1][O:2][C:3]1[C:12]2[C:7](=[C:8]([O:13][CH3:14])[CH:9]=[CH:10][CH:11]=2)[C:6]([O:15][CH3:16])=[C:5]([CH2:17][CH:18]2[CH2:23][CH2:22][C:21]([CH:25](O)[CH3:26])([OH:24])[CH2:20][CH:19]2[C:28]([O:30]CC2C=CC=CC=2)=O)[CH:4]=1.C(OC(=O)C)(=O)C.N1C=CC=CC=1.[K+].[Br-].[OH2:53]>CN(C)C1C=CN=CC=1>[OH:53][CH:25]([C:21]1([OH:24])[CH2:22][CH2:23][CH:18]2[CH:19]([C:28](=[O:30])[C:4]3[C:5]([CH2:17]2)=[C:6]([O:15][CH3:16])[C:7]2[C:12](=[CH:11][CH:10]=[CH:9][C:8]=2[O:13][CH3:14])[C:3]=3[O:2][CH3:1])[CH2:20]1)[CH3:26] |f:3.4|. The product is OC(C)C1(CC2C(C3=C(C4=CC=CC(=C4C(=C3CC2CC1)OC)OC)OC)=O)O (1,2,3,4,4a,5,12,12a-Octahydro-2-(1-hydroxyethyl)-2-hydroxy-6,7,11-trimethoxy-12-oxonaphthacene). The reactants are COC1=CC(=C(C2=C(C=CC=C12)OC)OC)CC1C(CC(CC1)(O)C(C)O)C(=O)OCC1=CC=CC=C1 (1-(1,4,5-trimethoxy-3-naphthylmethyl)-2-benzyloxycarbonyl-4-(1-hydroxyethyl)-4-hydroxy-cyclohexane), [K+].[Br-] (KBr), O (water), C(C)(=O)OC(C)=O (acetic anhydride), N1=CC=CC=C1 (pyridine), ketone, aromatic hydrogen. Reported procedure: 0.48 g of 1-(1,4,5-trimethoxy-3-naphthylmethyl)-2-benzyloxycarbonyl-4-(1-hydroxyethyl)-4-hydroxy-cyclohexane, prepared as described in Example 5, was treated with acetic anhydride and pyridine in the presence of 4-dimethylamino-pyridine. After a night at room temperature the reaction mixture was poured into iced water and extracted with ethyl acetate. The organic layer was washed with water and concentrated. The crude product was dissolved in methanol and refluxed with cyclohexene in the presenc... The reagents and catalysts are CN(C1=CC=NC=C1)C (4-dimethylamino-pyridine). Isolated yield 49.0%. The solvent is alcohol. Reaction SMILES: [N+:1]([C:4]1[CH:14]=[C:13]([N+:15]([O-])=O)[CH:12]=[CH:11][C:5]=1[O:6][CH:7]([OH:10])[CH2:8][CH3:9])([O-])=O.[H][H]>>[NH2:1][C:4]1[CH:14]=[C:13]([NH2:15])[CH:12]=[CH:11][C:5]=1[O:6][CH:7]([OH:10])[CH2:8][CH3:9]. Product: NC1=C(OC(CC)O)C=CC(=C1)N ((2,4-diamino) phenoxypropanol). Procedure details: 0.039 mol (9.5 g) of (2,4-dinitro) phenoxypropanol in 30 cm3 of absolute alcohol are reduced on Pd/C at 10% in a bomb under 25 kg of pressure of hydrogen at 70° C. for 1 hour. Starting materials: [N+](=O)([O-])C1=C(OC(CC)O)C=CC(=C1)[N+](=O)[O-] ((2,4-dinitro) phenoxypropanol), [H][H] (hydrogen). Starting materials: CC(=O)SC1=C(C(=O)OCc2ccc([N+](=O)[O-])cc2)N2C(=O)C(C(C)O)C2S1, Cl, C1COCCO1, O, c1c[nH]cn1. The product is CC(O)C1C(=O)N2C(C(=O)OCc3ccc([N+](=O)[O-])cc3)C(=S)SC12. RXN SMILES: [C:1](=[O:2])([CH3:3])[S:4][C:5]1=[C:6]([C:16](=[O:17])[O:18][CH2:19][c:20]2[cH:21][cH:22][c:23]([N+:26](=[O:27])[O-:28])[cH:24][cH:25]2)[N:7]2[C:8](=[O:15])[CH:9]([CH:12]([CH3:13])[OH:14])[CH:10]2[S:11]1.[ClH:41].[O:34]1[CH2:35][CH2:36][O:37][CH2:38][CH2:39]1.[OH2:40].[nH:29]1[cH:30][cH:31][n:32][cH:33]1>>[S:4]=[C:5]1[CH:6]([C:16](=[O:17])[O:18][CH2:19][c:20]2[cH:21][cH:22][c:23]([N+:26](=[O:27])[O-:28])[cH:24][cH:25]2)[N:7]2[C:8](=[O:15])[CH:9]([CH:12]([CH3:13])[OH:14])[CH:10]2[S:11]1. Product: C(C)OCC=1N(C(=C(N1)C(C)(O)C)C(=O)[O-])CC1=CC=C(C=C1)C1=C(C=CC=C1)C1=NN=NN1C(C1=CC=CC=C1)(C1=CC=CC=C1)C1=CC=CC=C1.[Li+] (lithium 2-ethoxymethyl-4-(1-hydroxyl-methylethyl)-1-{4-[2-(trityltetrazol-5-yl)phenyl]phenyl}methylimidazole-5-carboxylate). Reaction SMILES: O.[OH-].[Li+:3].[CH2:4]([O:6][CH2:7][C:8]1[N:9]([CH2:22][C:23]2[CH:28]=[CH:27][C:26]([C:29]3[CH:34]=[CH:33][CH:32]=[CH:31][C:30]=3[C:35]3[N:39]([C:40]([C:53]4[CH:58]=[CH:57][CH:56]=[CH:55][CH:54]=4)([C:47]4[CH:52]=[CH:51][CH:50]=[CH:49][CH:48]=4)[C:41]4[CH:46]=[CH:45][CH:44]=[CH:43][CH:42]=4)[N:38]=[N:37][N:36]=3)=[CH:25][CH:24]=2)[C:10]([C:17]([O:19]CC)=[O:18])=[C:11]([C:13]([OH:16])([CH3:15])[CH3:14])[N:12]=1)[CH3:5].C(=O)=O>O.O1CCOCC1>[CH2:4]([O:6][CH2:7][C:8]1[N:9]([CH2:22][C:23]2[CH:24]=[CH:25][C:26]([C:29]3[CH:34]=[CH:33][CH:32]=[CH:31][C:30]=3[C:35]3[N:39]([C:40]([C:41]4[CH:46]=[CH:45][CH:44]=[CH:43][CH:42]=4)([C:53]4[CH:54]=[CH:55][CH:56]=[CH:57][CH:58]=4)[C:47]4[CH:48]=[CH:49][CH:50]=[CH:51][CH:52]=4)[N:38]=[N:37][N:36]=3)=[CH:27][CH:28]=2)[C:10]([C:17]([O-:19])=[O:18])=[C:11]([C:13]([CH3:15])([OH:16])[CH3:14])[N:12]=1)[CH3:5].[Li+:3] |f:0.1.2,7.8|. Run at time 16 hour. Reported procedure: A solution of 51.5 mg of lithium hydroxide monohydrate in 8 ml of water was added to a solution of 600 mg of ethyl 2-ethoxymethyl-4-(1-hydroxy-1-methylethyl)-1-{4-[2-(trityltetrazol-5-yl)phenyl]phenyl}methylimidazole-5-carboxylate [prepared as described in Example 86(a)] in 19.5 ml of dioxane, whilst ice-cooling, and the mixture was stirred at 5°-10° C. for 16 hours. At the end of this time, a small piece of dry ice was added, and the reaction solution was concentrated by evaporation under reduc... Starting materials: C(=O)=O (dry ice), O.[OH-].[Li+] (lithium hydroxide monohydrate), C(C)OCC=1N(C(=C(N1)C(C)(C)O)C(=O)OCC)CC1=CC=C(C=C1)C1=C(C=CC=C1)C1=NN=NN1C(C1=CC=CC=C1)(C1=CC=CC=C1)C1=CC=CC=C1 (ethyl 2-ethoxymethyl-4-(1-hydroxy-1-methylethyl)-1-{4-[2-(trityltetrazol-5-yl)phenyl]phenyl}methylimidazole-5-carboxylate). Solvent: O (water), O1CCOCC1 (dioxane). RXN SMILES: CN[C:3]([O:5][CH:6]1[C:19]2[CH:18]=[CH:17][CH:16]=[CH:15][C:14]=2[O:13][C:12]2[C:7]1=[CH:8][CH:9]=[CH:10][CH:11]=2)=O.[CH3:20][C:21]([CH3:25])=[CH:22]CO>>[CH:18]1[C:19]2[CH:6]([O:5][CH2:3][CH:20]=[C:21]([CH3:25])[CH3:22])[C:7]3[C:12](=[CH:11][CH:10]=[CH:9][CH:8]=3)[O:13][C:14]=2[CH:15]=[CH:16][CH:17]=1. The reactants are CNC(=O)OC1C2=CC=CC=C2OC=2C=CC=CC12 (9-(N-Methylcarbamoyloxy)xanthene), CC(=CCO)C (3-methyl-2-buten-1-ol). The product is C1=CC=CC=2OC3=CC=CC=C3C(C12)OCC=C(C)C ((3-methyl-2-buten-1-yl) 9-xanthenyl ether). Reported procedure: 9-(N-Methylcarbamoyloxy)xanthene (6.0 g., 23.5 mmoles) was stirred with 30 ml. of 3-methyl-2-buten-1-ol for 3 hours at room temperature, and the mixture was then filtered. The filtrate was evaporated in vacuo, and the residue was dissolved in ice-cold ether and washed twice with ice-cold portions of 10% aqueous acetic acid, water, and 5% aqueous sodium bicarbonate solution. After drying over potassium carbonate, the solvent was removed in vacuo, and the resulting oil as distilled to give (3-meth...